This data is from the Open Reaction Database (ORD), a public repository of structured organic reaction records. The task is: describe an organic reaction: reactants, conditions, products, and yield Reactants: CCN(CC)CCCl, Cc1ccc2c(n1)Nc1ccccc1N(C)C2=O, [H-], [Na+], CN(C)C=O. Product: CCN(CC)CCN1c2ccccc2N(C)C(=O)c2ccc(C)nc21. RXN SMILES: [CH2:21]([CH3:22])[N:23]([CH2:24][CH2:25][Cl:26])[CH2:27][CH3:28].[CH3:1][c:2]1[cH:3][cH:4][c:5]2[c:6]([n:18]1)[NH:7][c:8]1[c:9]([cH:14][cH:15][cH:16][cH:17]1)[N:10]([CH3:13])[C:11]2=[O:12].[H-:19].[Na+:20].[O:29]=[CH:30][N:31]([CH3:32])[CH3:33]>>[CH3:1][c:2]1[cH:3][cH:4][c:5]2[c:6]([n:18]1)[N:7]([CH2:25][CH2:24][N:23]([CH2:21][CH3:22])[CH2:27][CH3:28])[c:8]1[c:9]([cH:14][cH:15][cH:16][cH:17]1)[N:10]([CH3:13])[C:11]2=[O:12]. Reactants: OC1=C(C=C(C=C1)C(F)(F)F)NC(C1=C(C=NC=C1)I)=O (N-[2-hydroxy-5-(trifluoromethyl)phenyl]-3-iodoisonicotinamide), O1CCCC1 (tetrahydrofuran), C1(=CC=CC=C1)P(C1=CC=CC=C1)C1=CC=CC=C1 (triphenylphosphine), N(=NC(=O)OCC)C(=O)OCC (diethyl azodicarboxylate). The solvent is C1(=CC=CC=C1)C (toluene). Reaction conditions: temperature 50 celsius. The product is IC=1C=NC=CC1C=1OC2=C(N1)C=C(C=C2)C(F)(F)F (2-(3-iodopyridin-4-yl)-5-(trifluoromethyl)benzoxazole). Yield: 80.9%. RXN SMILES: O[C:2]1[CH:7]=[CH:6][C:5]([C:8]([F:11])([F:10])[F:9])=[CH:4][C:3]=1[NH:12][C:13](=[O:21])[C:14]1[CH:19]=[CH:18][N:17]=[CH:16][C:15]=1[I:20].O1CCCC1.C1(P(C2C=CC=CC=2)C2C=CC=CC=2)C=CC=CC=1.N(C(OCC)=O)=NC(OCC)=O>C1(C)C=CC=CC=1>[I:20][C:15]1[CH:16]=[N:17][CH:18]=[CH:19][C:14]=1[C:13]1[O:21][C:2]2[CH:7]=[CH:6][C:5]([C:8]([F:9])([F:10])[F:11])=[CH:4][C:3]=2[N:12]=1. Procedure details: To a mixture of 1.81 g of N-[2-hydroxy-5-(trifluoromethyl)phenyl]-3-iodoisonicotinamide, 20 ml of tetrahydrofuran and 1.34 g of triphenylphosphine, 2.22 g of 40% toluene solution of diethyl azodicarboxylate was added dropwise at room temperature. The reaction mixture was stirred while heating at 50° C. for one hour. The reaction mixture was cooled to room temperature, and then the reaction mixture was concentrated under reduced pressure. The residue was subjected to silica gel column chromatogra... The reactants are C(#N)CCCCN1N=C(N=C1)N (1-(4-cyanobutyl)-3-amino-1,2,4-triazole), FC(CN=C=S)(F)F (2,2,2-trifluoroethylisothiocyanate), NC1=NNC=N1 (3-Amino-1,2,4-triazole), C[O-].[Na+] (sodium methoxide), BrCCCCC#N (5-Bromovaleronitrile). Run in C(C)#N (acetonitrile), CO (MeOH). Reaction conditions: time 0.5 hour. Yields the product FC(CNC(NC1=NN(C=N1)CCCCC#N)=S)(F)F (5-(3-[3-(2,2,2-trifluoroethyl)thioureido]-1,2,4-triazol-1-yl)valeronitrile). Yield: 42.3%. RXN SMILES: NC1N=CNN=1.C[O-].[Na+].BrCCCCC#N.[C:17]([CH2:19][CH2:20][CH2:21][CH2:22][N:23]1[CH:27]=[N:26][C:25]([NH2:28])=[N:24]1)#[N:18].[F:29][C:30]([F:36])([F:35])[CH2:31][N:32]=[C:33]=[S:34]>CO.C(#N)C>[F:29][C:30]([F:36])([F:35])[CH2:31][NH:32][C:33](=[S:34])[NH:28][C:25]1[N:26]=[CH:27][N:23]([CH2:22][CH2:21][CH2:20][CH2:19][C:17]#[N:18])[N:24]=1 |f:1.2|. Reported procedure: 3-Amino-1,2,4-triazole (4.2 g.) was added to a solution of sodium methoxide in MeOH (1.2 g. sodium in 30 ml. MeOH) and the solution stirred for 0.5 hours at room temperature. 5-Bromovaleronitrile (8.1 g.) was added and the solution heated under reflux for 12 hours. The solution was evaporated and the residue partitioned between water and EtOAc. The extracts were washed with brine, dried over MgSO4 and evaporated to give a pale yellow oil (6.5 g.) which was purified by medium pressure liquid chro... Starting materials: Cl.CN(CCCN=C=NCC)C (1-(3-dimethylaminopropyl)-3-ethylcarbodiimide hydrochloride), Cl.NCC1=C2C(N(C(C2=CC=C1)=O)C1C(NC(CC1)=O)=O)=O (4-aminomethyl-2-(2,6-dioxo-piperidin-3-yl)-isoindole-1,3-dione hydrochloride), N12CCCCCC2=NCCC1 (1,8-diazabicyclo[5,4,0]undec-7-ene), ON1N=NC2=C1C=CC=C2 (1-hydroxybenzotriazole), FC(C1=CC=C(C=C1)CC(=O)O)(F)F (4-(trifluoromethyl)phenylacetic acid). The solvent is C(C)#N (acetonitrile). Reaction conditions: time 10 minute. Product: O=C1NC(CCC1N1C(C2=CC=CC(=C2C1=O)CNC(CC1=CC=C(C=C1)C(F)(F)F)=O)=O)=O (N-[2-(2,6-dioxo-piperidin-3-yl)-1,3-dioxo-2,3-dihydro-1H-isoindol-4-ylmethyl]-2-(4-trifluoromethyl-phenyl)-acetamide). Yield: 67.2%. RXN SMILES: Cl.[NH2:2][CH2:3][C:4]1[CH:12]=[CH:11][CH:10]=[C:9]2[C:5]=1[C:6](=[O:22])[N:7]([CH:14]1[CH2:19][CH2:18][C:17](=[O:20])[NH:16][C:15]1=[O:21])[C:8]2=[O:13].N12CCCN=C1CCCCC2.ON1C2C=CC=CC=2N=N1.[F:44][C:45]([F:57])([F:56])[C:46]1[CH:51]=[CH:50][C:49]([CH2:52][C:53](O)=[O:54])=[CH:48][CH:47]=1.Cl.CN(C)CCCN=C=NCC>C(#N)C>[O:21]=[C:15]1[CH:14]([N:7]2[C:6](=[O:22])[C:5]3[C:9](=[CH:10][CH:11]=[CH:12][C:4]=3[CH2:3][NH:2][C:53](=[O:54])[CH2:52][C:49]3[CH:48]=[CH:47][C:46]([C:45]([F:56])([F:44])[F:57])=[CH:51][CH:50]=3)[C:8]2=[O:13])[CH2:19][CH2:18][C:17](=[O:20])[NH:16]1 |f:0.1,5.6|. Procedure details: To a stirred suspension of 4-aminomethyl-2-(2,6-dioxo-piperidin-3-yl)-isoindole-1,3-dione hydrochloride (0.7 g, 2.2 mmol) in acetonitrile (60 mL), was added 1,8-diazabicyclo[5,4,0]undec-7-ene (0.8 g, 5.4 mmol). After stirring for 10 minutes, 1-hydroxybenzotriazole (0.4 g, 2.6 mmol) and 4-(trifluoromethyl)phenylacetic acid (0.6 g, 2.4 mmol) were added, followed by 1-(3-dimethylaminopropyl)-3-ethylcarbodiimide hydrochloride (0.6 g, 3.2 mmol). After stirring at room temperature overnight, the react...